From a dataset of the Open Reaction Database (ORD), a public repository of structured organic reaction records. describe an organic reaction: reactants, conditions, products, and yield Reactants: C(=O)[C@@H]1O[C@@H](OC[C@@H]1C\C=C/CCCC(=O)OC)C ((2R,4R,5S)-4-formyl-5-[(Z)-6-methoxycarbonyl-2-hexenyl]-2-methyl-1,3-dioxane), C1(=CC=CS1)C(=O)NN (thenohydrazide), C(#N)[BH3-].[Na+] (sodium cyanoborohydride), C([O-])(O)=O.[Na+] (sodium bicarbonate). Run in C(C)O (ethanol), C(C)(=O)O (acetic acid). Reaction conditions: time 1 hour. Yields the product COC(=O)CCC\C=C/C[C@@H]1[C@@H](O[C@@H](OC1)C)CNNC(C1=CC=CS1)=O ((2R,4R,5S) -5-[(Z)-6-methoxycarbonyl-2-hexenyl]-2-methyl-4-(N'-thenoylhydrazino)methyl-1,3-dioxane). RXN SMILES: [CH:1]([C@H:3]1[C@@H:8]([CH2:9]/[CH:10]=[CH:11]\[CH2:12][CH2:13][CH2:14][C:15]([O:17][CH3:18])=[O:16])[CH2:7][O:6][C@@H:5]([CH3:19])[O:4]1)=O.[C:20]1([C:25]([NH:27][NH2:28])=[O:26])[S:24][CH:23]=[CH:22][CH:21]=1.C([BH3-])#N.[Na+].C(=O)(O)[O-].[Na+]>C(O)C.C(O)(=O)C>[CH3:18][O:17][C:15]([CH2:14][CH2:13][CH2:12]/[CH:11]=[CH:10]\[CH2:9][C@H:8]1[CH2:7][O:6][C@@H:5]([CH3:19])[O:4][C@H:3]1[CH2:1][NH:28][NH:27][C:25](=[O:26])[C:20]1[S:24][CH:23]=[CH:22][CH:21]=1)=[O:16] |f:2.3,4.5|. Procedure details: To a solution of (2R,4R,5S)-4-formyl-5-[(Z)-6-methoxycarbonyl-2-hexenyl]-2-methyl-1,3-dioxane (47 mg) in ethanol (1 ml) was added thenohydrazide (27 mg) and the mixture was stirred at room temperature for 1 hour, and then added sodium cyanoborohydride (20 mg) and acetic acid (0.25 ml) and the mixture was stirred for 1 hour. Aqueous sodium bicarbonate was added and extracted with chloroform and the organic layers were combined and dried over anhydrous sodium sulfate. The solvent was evaporated in... The reactants are BrBr, O=C1CCCOc2cc(Br)ccc21, CCOCC. Yields the product O=C1c2ccc(Br)cc2OCCC1Br. RXN SMILES: [Br:14][Br:15].[Br:1][c:2]1[cH:3][cH:4][c:5]2[c:6]([cH:13]1)[O:7][CH2:8][CH2:9][CH2:10][C:11]2=[O:12].[CH3:16][CH2:17][O:18][CH2:19][CH3:20]>>[Br:1][c:2]1[cH:3][cH:4][c:5]2[c:6]([cH:13]1)[O:7][CH2:8][CH2:9][CH:10]([Br:14])[C:11]2=[O:12]. Reactants: CC(=O)C (acetone), OC1C(CCCC1)OC1=C(C=CC=C1)NS(=O)(=O)C (N-[2-(2-hydroxycyclohexyloxy)phenyl]methanesulfonamide), C(C)(C)O (isopropyl alcohol), CC(=O)C.OS(=O)(=O)O.O=[Cr](=O)=O (Jones reagent). The solvent is O (water). The product is O=C1C(CCCC1)OC1=C(C=CC=C1)NS(=O)(=O)C (N-[2-(2-oxocyclohexyloxy)phenyl]methanesulfonamide). Yield: 42.3%. RXN SMILES: CC(C)=O.[OH:5][CH:6]1[CH2:11][CH2:10][CH2:9][CH2:8][CH:7]1[O:12][C:13]1[CH:18]=[CH:17][CH:16]=[CH:15][C:14]=1[NH:19][S:20]([CH3:23])(=[O:22])=[O:21].CC(C)=O.OS(O)(=O)=O.O=[Cr](=O)=O.C(O)(C)C>O>[O:5]=[C:6]1[CH2:11][CH2:10][CH2:9][CH2:8][CH:7]1[O:12][C:13]1[CH:18]=[CH:17][CH:16]=[CH:15][C:14]=1[NH:19][S:20]([CH3:23])(=[O:22])=[O:21] |f:2.3.4|. Procedure details: To 10 ml of an acetone solution containing 0.50 g of N-[2-(2-hydroxycyclohexyloxy)phenyl]methanesulfonamide was added 0.5 g of 8N Jones reagent (chromic acid-sulfuric acid) under ice cooling with stirring, and the mixture was stirred for 1 hour. Then, to the reaction solution was added 1 ml of isopropyl alcohol and water, and the mixture was extracted with dichloromethane. The dichloromethane layer was washed, in turn, with water and a saturated aqueous sodium chloride solution, and dried over a... Yields the product CCc1cc(OC)cc(OC)c1. Starting materials: CO, CCOC(C)=O, C=Cc1cc(OC)cc(OC)c1. As a reaction SMILES: [CH3:13][OH:14].[CH3:15][CH2:16][O:17][C:18](=[O:19])[CH3:20].[CH3:1][O:2][c:3]1[cH:4][c:5]([CH:6]=[CH2:7])[cH:8][c:9]([O:11][CH3:12])[cH:10]1>>[CH3:1][O:2][c:3]1[cH:4][c:5]([CH2:6][CH3:7])[cH:8][c:9]([O:11][CH3:12])[cH:10]1. Reactants: CCNC(=O)Nc1nc2cc(Br)ccn2n1, O=C([O-])[O-], CCOCC, [Na+], [Na+], C1COCCO1, OB(O)c1cccnc1. Product: CCNC(=O)Nc1nc2cc(-c3cccnc3)ccn2n1. RXN SMILES: [Br:1][c:2]1[cH:3][c:4]2[n:5]([cH:6][cH:7]1)[n:8][c:9]([NH:11][C:12](=[O:13])[NH:14][CH2:15][CH3:16])[n:10]2.[C:17](=[O:18])([O-:19])[O-:20].[CH3:32][CH2:33][O:34][CH2:35][CH3:36].[Na+:21].[Na+:22].[O:37]1[CH2:38][CH2:39][O:40][CH2:41][CH2:42]1.[n:23]1[cH:24][c:25]([B:29]([OH:30])[OH:31])[cH:26][cH:27][cH:28]1>>[c:2]1(-[c:25]2[cH:24][n:23][cH:28][cH:27][cH:26]2)[cH:3][c:4]2[n:5]([cH:6][cH:7]1)[n:8][c:9]([NH:11][C:12](=[O:13])[NH:14][CH2:15][CH3:16])[n:10]2. Starting materials: ClC1=NC=C(C(=C1)NC1=C(C(=O)NC)C=CC=C1)C(F)(F)F (2-[[2-chloro-5-(trifluoromethyl)pyridin-4-yl]amino]-N-methylbenzamide), NC=1C(=NN(C1)CCO)C (2-(4-amino-3-methyl-pyrazol-1-yl)ethanol). The product is OCCN1N=C(C(=C1)NC1=NC=C(C(=C1)NC1=C(C(=O)NC)C=CC=C1)C(F)(F)F)C (2-[[2-[[1-(2-hydroxyethyl)-3-methyl-pyrazol-4-yl]amino]-5-(trifluoromethyl)-4-pyridyl]amino]-N-methyl-benzamide). Reaction SMILES: Cl[C:2]1[CH:7]=[C:6]([NH:8][C:9]2[CH:18]=[CH:17][CH:16]=[CH:15][C:10]=2[C:11]([NH:13][CH3:14])=[O:12])[C:5]([C:19]([F:22])([F:21])[F:20])=[CH:4][N:3]=1.[NH2:23][C:24]1[C:25]([CH3:32])=[N:26][N:27]([CH2:29][CH2:30][OH:31])[CH:28]=1>>[OH:31][CH2:30][CH2:29][N:27]1[CH:28]=[C:24]([NH:23][C:2]2[CH:7]=[C:6]([NH:8][C:9]3[CH:18]=[CH:17][CH:16]=[CH:15][C:10]=3[C:11]([NH:13][CH3:14])=[O:12])[C:5]([C:19]([F:22])([F:21])[F:20])=[CH:4][N:3]=2)[C:25]([CH3:32])=[N:26]1. Procedure: This compound was prepared from 2-[[2-chloro-5-(trifluoromethyl)pyridin-4-yl]amino]-N-methylbenzamide and 2-(4-amino-3-methyl-pyrazol-1-yl)ethanol. Reactants: NCC1(N(CCC1)C(=O)OC(C)(C)C)C (tert-butyl 2-(aminomethyl)-2-methylpyrrolidine-1-carboxylate), ClCC(=O)Cl (2-chloroacetyl chloride), C(C)(C)N(CC)C(C)C (diisopropyl ethyl amine). Run in C(Cl)Cl (DCM). Yields the product ClCC(=O)NCC1(N(CCC1)C(=O)OC(C)(C)C)C (tert-butyl 2-((2-chloroacetamido)methyl)-2-methylpyrrolidine-1-carboxylate). As a reaction SMILES: [NH2:1][CH2:2][C:3]1([CH3:15])[CH2:7][CH2:6][CH2:5][N:4]1[C:8]([O:10][C:11]([CH3:14])([CH3:13])[CH3:12])=[O:9].[Cl:16][CH2:17][C:18](Cl)=[O:19].C(N(C(C)C)CC)(C)C>C(Cl)Cl>[Cl:16][CH2:17][C:18]([NH:1][CH2:2][C:3]1([CH3:15])[CH2:7][CH2:6][CH2:5][N:4]1[C:8]([O:10][C:11]([CH3:14])([CH3:13])[CH3:12])=[O:9])=[O:19]. Reported procedure: A solution of tert-butyl 2-(aminomethyl)-2-methylpyrrolidine-1-carboxylate (1.2 g), excess 2-chloroacetyl chloride (2 mL) and diisopropyl ethyl amine (2 mL) in DCM was stirred at room temperature for about 2 h. The reaction was monitored by LC-MS. After the solution was concentrated in vacuo, 0.7 g of the desired product was obtained by column chromatography purification. MS (ESI): 291, 293 (MH+). Solvent: CN(C)C=O (DMF). Starting materials: C(C)OCCCO (3-ethoxy-1-propanol), [H-].[Na+] (NaH), 477f, C(=S)=S (CS2), IC (iodomethane). Conditions: temperature 7.5 celsius, time 5 hour. Yields the product CSC(OCCCOCC)=S (Dithiocarbonic acid O-(3-ethoxy-propyl) ester S-methyl ester). As a reaction SMILES: [CH2:1]([O:3][CH2:4][CH2:5][CH2:6][OH:7])[CH3:2].[H-].[Na+].[C:10](=[S:12])=[S:11].I[CH3:14]>CN(C=O)C>[CH3:14][S:11][C:10](=[S:12])[O:7][CH2:6][CH2:5][CH2:4][O:3][CH2:1][CH3:2] |f:1.2|. Reported procedure: The title compound is prepared by the method described in Bull. Chem. Soc. Jpn. (2000), 73, 477f.: To a cooled solution of 3-ethoxy-1-propanol (24.4 g, 0.227 mol) in DMF (150 mL) is added NaH (60% dispersion in oil; 10.0 g, 0.250 mol) in portions over 1 hour, keeping the reaction temperature below 5° C. Stirring is continued for 5 hrs at room temperature, the mixture is cooled to 5 to 10° C. followed by dropwise addition of CS2 (27.5 mL, 0.454 mol). The mixture is gradually warmed to ambient tem...